Dataset: the Open Reaction Database (ORD), a public repository of structured organic reaction records. Task: describe an organic reaction: reactants, conditions, products, and yield Starting materials: BrCCC1OCCO1, C1CCOC1, I, [Mg]. The product is [Br-], [Mg+]CCC1OCCO1. Reaction SMILES: [Br:1][CH2:2][CH2:3][CH:4]1[O:5][CH2:6][CH2:7][O:8]1.[CH2:11]1[O:12][CH2:13][CH2:14][CH2:15]1.[I:10].[Mg:9]>>[Br-:1].[CH2:2]([CH2:3][CH:4]1[O:5][CH2:6][CH2:7][O:8]1)[Mg+:9].